describe an organic reaction: reactants, conditions, products, and yield From a dataset of the Open Reaction Database (ORD), a public repository of structured organic reaction records. Reactants: [Li+], C1CCOC1, CCOC(=O)CC(=O)Nc1cccc(C(F)(F)F)c1, [OH-], O. Yields the product [Li+], O=C([O-])CC(=O)Nc1cccc(C(F)(F)F)c1. As a reaction SMILES: [Li+:25].[O:1]1[CH2:2][CH2:3][CH2:4][CH2:5]1.[O:6]=[C:7]([CH2:8][C:9](=[O:10])[O:11][CH2:12][CH3:13])[NH:14][c:15]1[cH:16][c:17]([C:21]([F:22])([F:23])[F:24])[cH:18][cH:19][cH:20]1.[OH-:26].[OH2:27]>>[Li+:25].[O:6]=[C:7]([CH2:8][C:9](=[O:10])[O-:11])[NH:14][c:15]1[cH:16][c:17]([C:21]([F:22])([F:23])[F:24])[cH:18][cH:19][cH:20]1. The reactants are O[C@H]1CC(=O)OC1 ((S)-3-Hydroxybutyrolactone), C(C)(=O)O (acetic acid), Br (hydrogen bromide), ice, C(C)(=O)O (acetic acid). Run at time 8 hour. Product: BrC[C@@H](CC(=O)OCC)O (Ethyl (R)-4-Bromo-3-hydroxybutanoate). Yield: 41.5%. RXN SMILES: [OH:1][C@@H:2]1[CH2:7][O:6][C:4](=[O:5])[CH2:3]1.[BrH:8].[C:9](O)(=O)[CH3:10]>>[Br:8][CH2:7][C@H:2]([OH:1])[CH2:3][C:4]([O:6][CH2:9][CH3:10])=[O:5]. Procedure: To a 50 mL round bottom flask equipped with a magnetic stirring bar and nitrogen (N2) inlet was charged 2.13 g (S)-3-hydroxybutyrolactone (Example 2) (95.7% pure by VPC) and 5.0 mL acetic acid. The flask was cooled using an ice bath and 9.0 mL of 33% hydrogen bromide (HBr) in acetic acid was charged dropwise over several minutes upon which the ice bath was removed and the mixture allowed to warm to room temperature and stirred overnight under N2. An additional 1.0 mL of 33% HBr in acetic acid wa... The reactants are COC=1C(NC=CC1)=O (3-methoxy-2-pyridinone), C(C#C)Br (propargyl bromide), C(=O)([O-])[O-].[K+].[K+] (K2CO3), C(Cl)Cl (CH2Cl2). The solvent is CC(=O)C (Acetone), CN(C)C=O (DMF). Conditions: temperature 100 celsius. The product is C(C#C)N1C(C(=CC=C1)OC)=O (1-Propargyl-3-methoxypyridine-2-one). The yield is 60.0%. RXN SMILES: [CH3:1][O:2][C:3]1[C:4](=[O:9])[NH:5][CH:6]=[CH:7][CH:8]=1.[CH2:10](Br)[C:11]#[CH:12].C([O-])([O-])=O.[K+].[K+].C(Cl)Cl>CN(C=O)C.CC(C)=O>[CH2:12]([N:5]1[CH:6]=[CH:7][CH:8]=[C:3]([O:2][CH3:1])[C:4]1=[O:9])[C:11]#[CH:10] |f:2.3.4|. Procedure: To a stirring solution of 3-methoxy-2-pyridinone (1.00 g, 8.00 mmol) in DMF (25 mL), was added propargyl bromide (80 wt % solution in toluene, 1.5 equiv) and K2CO3 (3.313 g, 24 mmol). Reaction mixture was heated to 100° C. After overnight reaction, reaction mixture was partitioned between EtOAc (120 mL) and water (100 mL). Organic layer was separated and washed repeatedly with water (7×100 mL) and brine (1×60 mL). Organic layer was dried on Na2SO4 and evaporated under vacuo to yield dark brown c... The reactants are C(C)(=O)C(C(=O)NCC(=O)OC(C)(C)C)=CC1=CC(=CC=C1)[N+](=O)[O-] (t-butyl 2-[N-[2-acetyl-3-(3-nitrophenyl)-2-propenoyl]amino]acetate), NC(=CC(=O)OCC)C1=CC=CC=C1 (ethyl 3-amino-3-phenyl-2-propenoate). Conditions: temperature 110 celsius, time 8 hour. Product: CC=1NC(=C(C(C1C(=O)NCC(=O)OC(C)(C)C)C1=CC(=CC=C1)[N+](=O)[O-])C(=O)OC)C1=CC=CC=C1 (t-butyl 2-[N-[1,4-dihydro-2-methyl-5-methoxycarbonyl-4-(3-nitrophenyl)-6-phenylpyridine-3-carbonyl]amino]acetate). The yield is 19.3%. RXN SMILES: [C:1]([C:4](=[CH:16][C:17]1[CH:22]=[CH:21][CH:20]=[C:19]([N+:23]([O-:25])=[O:24])[CH:18]=1)[C:5]([NH:7][CH2:8][C:9]([O:11][C:12]([CH3:15])([CH3:14])[CH3:13])=[O:10])=[O:6])(=O)[CH3:2].[NH2:26][C:27]([C:34]1[CH:39]=[CH:38][CH:37]=[CH:36][CH:35]=1)=[CH:28][C:29]([O:31][CH2:32]C)=[O:30]>>[CH3:2][C:1]1[NH:26][C:27]([C:34]2[CH:39]=[CH:38][CH:37]=[CH:36][CH:35]=2)=[C:28]([C:29]([O:31][CH3:32])=[O:30])[CH:16]([C:17]2[CH:22]=[CH:21][CH:20]=[C:19]([N+:23]([O-:25])=[O:24])[CH:18]=2)[C:4]=1[C:5]([NH:7][CH2:8][C:9]([O:11][C:12]([CH3:15])([CH3:14])[CH3:13])=[O:10])=[O:6]. Procedure: More specifically a mixture of 330 mg (1 mmol) of t-butyl 2-[N-[2-acetyl-3-(3-nitrophenyl)-2-propenoyl]amino]acetate and 191 mg (1 mmol) of ethyl 3-amino-3-phenyl-2-propenoate was stirred under a light-shielding condition at 110° C. overnight. After cooling to room temperature, the reaction mixture was chromatographed on a silica gel column for purification, whereby 98 mg (22%) of the captioned compound was obtained as an oily material. Reactants: COC=1C=C(CO)C=CC1OC (3,4-dimethoxybenzyl alcohol), [H-].[Na+] (sodium hydride), ClC1=CC(=NC2=C(C=CC=C12)O)C (4-chloro-8-hydroxy-2-methylquinoline). The solvent is CN1C(N(CC1)C)=O (1,3-dimethyl-2-imidazolidinone). Conditions: time 30 minute. Product: OC=1C=CC=C2C(=CC(=NC12)C)OCC1=CC(=C(C=C1)OC)OC (8-hydroxy-4-(3,4-dimethoxybenzyloxy)-2-methylquinoline). The yield is 62.8%. Reaction SMILES: [CH3:1][O:2][C:3]1[CH:4]=[C:5]([CH:8]=[CH:9][C:10]=1[O:11][CH3:12])[CH2:6][OH:7].[H-].[Na+].Cl[C:16]1[C:25]2[C:20](=[C:21]([OH:26])[CH:22]=[CH:23][CH:24]=2)[N:19]=[C:18]([CH3:27])[CH:17]=1>CN1CCN(C)C1=O>[OH:26][C:21]1[CH:22]=[CH:23][CH:24]=[C:25]2[C:20]=1[N:19]=[C:18]([CH3:27])[CH:17]=[C:16]2[O:7][CH2:6][C:5]1[CH:8]=[CH:9][C:10]([O:11][CH3:12])=[C:3]([O:2][CH3:1])[CH:4]=1 |f:1.2|. Procedure details: To a stirred solution of 3,4-dimethoxybenzyl alcohol (1.68 g) in 1,3-dimethyl-2-imidazolidinone (10 ml) was added sodium hydride (60% in oil, 400 mg) portionwise in an ice-water bath under a nitrogen atmosphere. The mixture was stirred for 30 minutes and then 4-chloro-8-hydroxy-2-methylquinoline (770 mg) was added thereto. The reaction mixture was stirred at 150° C. for 3 hours and cooled to ambient temperature followed by partition into ethyl acetate and water. The organic layer was washed with... RXN SMILES: P([O-])([O-])([O-])=O.[K+].[K+].[K+].Br[C:10]1[CH:11]=[C:12]([CH:16]=[CH:17][CH:18]=1)[N:13]([CH3:15])[CH3:14].[C@@H]1(N)CCCC[C@H]1N.[NH:27]1[C:31]2=[N:32][CH:33]=[CH:34][CH:35]=[C:30]2[C:29]([C:36]([O:38][CH3:39])=[O:37])=[CH:28]1>CCCCCCCCCCCC.O1CCOCC1.ClCCl>[CH3:14][N:13]([CH3:15])[C:12]1[CH:11]=[C:10]([N:27]2[C:31]3=[N:32][CH:33]=[CH:34][CH:35]=[C:30]3[C:29]([C:36]([O:38][CH3:39])=[O:37])=[CH:28]2)[CH:18]=[CH:17][CH:16]=1 |f:0.1.2.3|. Reactants: cuprous iodide, P(=O)([O-])([O-])[O-].[K+].[K+].[K+] (potassium phosphate), BrC=1C=C(N(C)C)C=CC1 (3-bromo-N,N-dimethylaniline), [C@@H]1([C@@H](CCCC1)N)N (trans-1,2-cyclohexanediamine), N1C=C(C=2C1=NC=CC2)C(=O)OC (methyl 1H-pyrrolo[2,3-b]pyridine-3-carboxylate). Run at temperature 110 celsius, time 48 hour. Procedure details: 0.038 g (0.2 mmol) of cuprous iodide, 0.891 g (4.2 mmol) of potassium phosphate, 0.40 g (2 mmol) of 3-bromo-N,N-dimethylaniline and 0.24 cm3 (2 mmol) of trans-1,2-cyclohexanediamine were added, under an argon atmosphere, to 0.405 g (2.3 mmol) of methyl 1H-pyrrolo[2,3-b]pyridine-3-carboxylate in solution in 0.3 cm3 of dodecane and 6 cm3 of dioxane. After stirring at a temperature in the region of 110° C. for 48 h, the reaction mixture was concentrated to dryness under reduced pressure (2.7 kPa) t... The product is CN(C=1C=C(C=CC1)N1C=C(C=2C1=NC=CC2)C(=O)OC)C (Methyl 1-(3-(dimethylamino)phenyl)-1H-pyrrolo[2,3-b]pyridine-3-carboxylate). The solvent is ClCCl (dichloromethane), CCCCCCCCCCCC (dodecane), O1CCOCC1 (dioxane). Starting materials: S1CC(NC2=C1C=CC=C2)=O (2H-1,4-benzothiazin-3(4H)-one), CC(C)([O-])C.[K+] (potassium tert- butoxide), CN(C)C=O (DMF), ethyl isocyano acetate, CC(C)([O-])C.[K+] (potassium tert-butoxide), CN(C)C=O (DMF), diethyl chloro phosphonate, C(C)(=O)O (acetic acid). Solvent: O (water). Conditions: time 10 minute. The product is C1=NC(=C2CSC3=C(N21)C=CC=C3)C(=O)OCC (Ethyl 4H-imidazo[5,1-c][1,4]benzothiazine-3-carboxylate). RXN SMILES: [S:1]1[C:6]2[CH:7]=[CH:8][CH:9]=[CH:10][C:5]=2[NH:4][C:3](=O)[CH2:2]1.C[C:13]([CH3:16])([O-:15])C.[K+].[C:18]([OH:21])(=O)[CH3:19].[CH3:22][N:23](C=O)C>O>[CH:22]1[N:4]2[C:3]([CH2:2][S:1][C:6]3[CH:7]=[CH:8][CH:9]=[CH:10][C:5]=32)=[C:19]([C:18]([O:15][CH2:13][CH3:16])=[O:21])[N:23]=1 |f:1.2|. Procedure: To a solution of 2H-1,4-benzothiazin-3(4H)-one (0.7 g, 4.24 mmol, 1 eq) in DMF (20 mL) is added potassium tert- butoxide (0.50 g, 4.49 mmol, 1.06 eq) and the reaction mixture is stirred at RT for 10 min. The reaction mixture is cooled with ice and diethyl chloro phosphonate (1.1 mL, 7.63 mmol, 1.8 eq) is added and the reaction mixture is stirred at RT for 5 minutes. The reaction mixture is then cooled with ice and a solution of ethyl isocyano acetate (0.65 mL, 5.94 mmol, 1.4 eq) in DMF and potas... Reactants: Cl.CNOC (N,O-Dimethylhydroxylamine hydrochloride), IC1=CC=C(C(=O)Cl)C=C1 (4-iodobenzoyl chloride), C1(=CC=CC=C1)C (toluene), C([O-])([O-])=O.[Na+].[Na+] (sodium carbonate). Run in O (water). Conditions: temperature 0 celsius, time 10 minute. Yields the product IC1=CC=C(C(=O)N(C)OC)C=C1 (4-iodo-N-methoxy-N-methylbenzamide). Yield: 96.2%. RXN SMILES: Cl.[CH3:2][NH:3][O:4][CH3:5].[I:6][C:7]1[CH:15]=[CH:14][C:10]([C:11](Cl)=[O:12])=[CH:9][CH:8]=1.C1(C)C=CC=CC=1.C(=O)([O-])[O-].[Na+].[Na+]>O>[I:6][C:7]1[CH:15]=[CH:14][C:10]([C:11]([N:3]([O:4][CH3:5])[CH3:2])=[O:12])=[CH:9][CH:8]=1 |f:0.1,4.5.6|. Reported procedure: N,O-Dimethylhydroxylamine hydrochloride (5.5 g, 56.4 mmol) was added to a suspension of 4-iodobenzoyl chloride (10.0 g, 37.5 mmol) and toluene (60 mL) at 0° C. After 10 min, a solution of sodium carbonate (16.0 g, 151 mmol) and water (250 mL) was added over 50 min via addition funnel. With vigorous stirring, the reaction was maintained at 0° C. for 2 h and then partitioned. The toluene layer was washed with water (125 mL), washed with brine (125 mL), and then concentrated. The residue was rediss... Reactants: CC1(C)C=C(n2ccc(C=O)cc2=O)c2cc(C#N)ccc2O1, [Li]CCCC, CCCCCC, CCOC(C)=O, CC(C)NC(C)C, O=P([O-])([O-])[O-], C1CCOC1. Product: CCOC(=O)CC(O)c1ccn(C2=CC(C)(C)Oc3ccc(C#N)cc32)c(=O)c1. As a reaction SMILES: [C:12](#[N:13])[c:14]1[cH:15][c:16]2[c:17]([cH:33][cH:34]1)[O:18][C:19]([CH3:31])([CH3:32])[CH:20]=[C:21]2[n:22]1[c:23](=[O:30])[cH:24][c:25]([CH:28]=[O:29])[cH:26][cH:27]1.[CH2:1]([Li:2])[CH2:3][CH2:4][CH3:5].[CH3:52][CH2:53][CH2:54][CH2:55][CH2:56][CH3:57].[CH3:6][CH2:7][O:8][C:9]([CH3:10])=[O:11].[CH:45]([NH:46][CH:47]([CH3:48])[CH3:49])([CH3:50])[CH3:51].[O-:35][P:36](=[O:37])([O-:38])[O-:39].[O:40]1[CH2:41][CH2:42][CH2:43][CH2:44]1>>[CH3:6][CH2:7][O:8][C:9]([CH2:10][CH:28]([c:25]1[cH:24][c:23](=[O:30])[n:22]([C:21]2=[CH:20][C:19]([CH3:31])([CH3:32])[O:18][c:17]3[c:16]2[cH:15][c:14]([C:12]#[N:13])[cH:34][cH:33]3)[cH:27][cH:26]1)[OH:29])=[O:11].